The task is: describe an organic reaction: reactants, conditions, products, and yield. This data is from the Open Reaction Database (ORD), a public repository of structured organic reaction records. The reactants are C, COC(=O)c1cc(N2CCC(NC(=O)OCc3ccccc3)C(OC)C2)ncn1, [Pd]. Yields the product COC(=O)c1cc(N2CCC(N)C(OC)C2)ncn1. Reaction SMILES: [C:30].[CH2:1]([O:2][C:3](=[O:4])[NH:11][CH:12]1[CH:13]([O:28][CH3:29])[CH2:14][N:15]([c:18]2[cH:19][c:20]([C:24](=[O:25])[O:26][CH3:27])[n:21][cH:22][n:23]2)[CH2:16][CH2:17]1)[c:5]1[cH:6][cH:7][cH:8][cH:9][cH:10]1.[Pd:31]>>[NH2:11][CH:12]1[CH:13]([O:28][CH3:29])[CH2:14][N:15]([c:18]2[cH:19][c:20]([C:24](=[O:25])[O:26][CH3:27])[n:21][cH:22][n:23]2)[CH2:16][CH2:17]1. Starting materials: NC1=C(C2=CC=CC=C2C=C1)C1=C(C=CC2=CC=CC=C12)P(=O)(C1=CC=CC=C1)C1=CC=CC=C1 ((−)-2-amino-2′-diphenylphosphinyl-1,1′-binaphthyl), ( 1-1a-1 ), saturated aqueous solution, [Cl-].[NH4+] (ammonium chloride), N1=CC=CC=C1 (pyridine), C(C1=CC=CC=C1)(=O)Cl (benzoyl chloride). Solvent: C(Cl)Cl (methylene chloride). Conditions: time 1.5 hour. Product: C(C1=CC=CC=C1)(=O)NC1=C(C2=CC=CC=C2C=C1)C1=C(C=CC2=CC=CC=C12)P(=O)(C1=CC=CC=C1)C1=CC=CC=C1 ((−)-2-Benzoylamino-2′-Diphenylphosphinyl-1,1′-Binaphthyl). Yield: 99.4%. RXN SMILES: [NH2:1][C:2]1[CH:11]=[CH:10][C:9]2[C:4](=[CH:5][CH:6]=[CH:7][CH:8]=2)[C:3]=1[C:12]1[C:21]2[C:16](=[CH:17][CH:18]=[CH:19][CH:20]=2)[CH:15]=[CH:14][C:13]=1[P:22]([C:30]1[CH:35]=[CH:34][CH:33]=[CH:32][CH:31]=1)([C:24]1[CH:29]=[CH:28][CH:27]=[CH:26][CH:25]=1)=[O:23].N1C=CC=CC=1.[C:42](Cl)(=[O:49])[C:43]1[CH:48]=[CH:47][CH:46]=[CH:45][CH:44]=1.[Cl-].[NH4+]>C(Cl)Cl>[C:42]([NH:1][C:2]1[CH:11]=[CH:10][C:9]2[C:4](=[CH:5][CH:6]=[CH:7][CH:8]=2)[C:3]=1[C:12]1[C:21]2[C:16](=[CH:17][CH:18]=[CH:19][CH:20]=2)[CH:15]=[CH:14][C:13]=1[P:22]([C:24]1[CH:25]=[CH:26][CH:27]=[CH:28][CH:29]=1)([C:30]1[CH:31]=[CH:32][CH:33]=[CH:34][CH:35]=1)=[O:23])(=[O:49])[C:43]1[CH:48]=[CH:47][CH:46]=[CH:45][CH:44]=1 |f:3.4|. Procedure details: 188 mg (0.40 mmol) of (−)-2-amino-2′-diphenylphosphinyl-1,1′-binaphthyl (the formula (1-1a-1)) was dissolved in 8 ml of methylene chloride, followed by the addition of 39 μl (0.48 mmol) of pyridine and 51 μl (0.44 mmol) of benzoyl chloride under 0° C. The reaction mixture was stirred at room temperature for 1.5 hours. To the reaction solution, 10 ml of saturated aqueous solution of ammonium chloride was added and extracted with 50 ml of methylene chloride. The extract was washed with 20 ml of br...